This data is from the Open Reaction Database (ORD), a public repository of structured organic reaction records. The task is: describe an organic reaction: reactants, conditions, products, and yield Starting materials: C1COCCN1, CN(C)C=O, CCOC(=O)c1c(CCl)nc2cc(OC)c(OC)cc2c1-c1ccc(OC)c(OC)c1, [H-], [Na+], O. Yields the product CCOC(=O)c1c(CN2CCOCC2)nc2cc(OC)c(OC)cc2c1-c1ccc(OC)c(OC)c1. Reaction SMILES: [CH2:3]1[CH2:4][O:5][CH2:6][CH2:7][NH:8]1.[CH3:41][N:42]([CH3:43])[CH:44]=[O:45].[Cl:9][CH2:10][c:11]1[n:12][c:13]2[cH:14][c:15]([O:38][CH3:39])[c:16]([O:36][CH3:37])[cH:17][c:18]2[c:19](-[c:26]2[cH:27][c:28]([O:34][CH3:35])[c:29]([O:32][CH3:33])[cH:30][cH:31]2)[c:20]1[C:21](=[O:22])[O:23][CH2:24][CH3:25].[H-:1].[Na+:2].[OH2:40]>>[CH2:3]1[CH2:4][O:5][CH2:6][CH2:7][N:8]1[CH2:10][c:11]1[n:12][c:13]2[cH:14][c:15]([O:38][CH3:39])[c:16]([O:36][CH3:37])[cH:17][c:18]2[c:19](-[c:26]2[cH:27][c:28]([O:34][CH3:35])[c:29]([O:32][CH3:33])[cH:30][cH:31]2)[c:20]1[C:21](=[O:22])[O:23][CH2:24][CH3:25]. Reactants: C(C)OC=1C=C(C(=O)O)C=C(C1OCC)OCC (3,4,5-Triethoxybenzoic acid), [H-].[Al+3].[Li+].[H-].[H-].[H-] (lithium aluminum hydride), C(C)(=O)OCC (Ethyl acetate), aqueous solution, [OH-].[Na+] (sodium hydroxide). Solvent: O1CCCC1 (tetrahydrofuran). Reaction conditions: time 120 hour. Yields the product C(C)OC=1C=C(C=C(C1OCC)OCC)C(CC)=O (3',4',5'-triethoxypropiophenone). As a reaction SMILES: [CH2:1]([O:3][C:4]1[CH:5]=[C:6]([CH:10]=[C:11]([O:16][CH2:17][CH3:18])[C:12]=1[O:13][CH2:14][CH3:15])[C:7]([OH:9])=O)[CH3:2].[H-].[Al+3].[Li+].[H-].[H-].[H-].[C:25](OCC)(=O)[CH3:26].[OH-].[Na+]>O1CCCC1>[CH2:17]([O:16][C:11]1[CH:10]=[C:6]([C:7](=[O:9])[CH2:25][CH3:26])[CH:5]=[C:4]([O:3][CH2:1][CH3:2])[C:12]=1[O:13][CH2:14][CH3:15])[CH3:18] |f:1.2.3.4.5.6,8.9|. Reported procedure: 3,4,5-Triethoxybenzoic acid (2.54 g) was dissolved in tetrahydrofuran (250 ml), and lithium aluminum hydride (1.20 g) was added thereto, followed by heating under reflux for 24 hours. Ethyl acetate and then a 2N aqueous solution of sodium hydroxide were added to the reaction solution, insoluble matters were filtered off, and the filtrate was concentrated under reduced pressure. The residue was dissolved in ethyl acetate (100 ml), and manganese dioxide (5.10 g) was added thereto, followed by stir... The solvent is O (water), C(C)(=O)OCC (ethyl acetate). The yield is 79.8%. Yields the product C(C1=CC=CC=C1)(=O)NC1=C(C(=O)OC(C)(C)C)C=CC(=C1)N1C=NC2=C1C=CC=C2 (tert-butyl 2-(benzamido)-4-(1H-benzimidazol-1-yl)benzoate). Reaction conditions: temperature 80 celsius, time 3 hour. Reaction SMILES: [C:1](O)(=O)C.C(N)=N.C([O-])(=O)C.COCCO.[NH2:17][C:18]1[CH:46]=[CH:45][CH:44]=[CH:43][C:19]=1[NH:20][C:21]1[CH:33]=[CH:32][C:24]([C:25]([O:27][C:28]([CH3:31])([CH3:30])[CH3:29])=[O:26])=[C:23]([NH:34][C:35](=[O:42])[C:36]2[CH:41]=[CH:40][CH:39]=[CH:38][CH:37]=2)[CH:22]=1>O.C(OCC)(=O)C>[C:35]([NH:34][C:23]1[CH:22]=[C:21]([N:20]2[C:19]3[CH:43]=[CH:44][CH:45]=[CH:46][C:18]=3[N:17]=[CH:1]2)[CH:33]=[CH:32][C:24]=1[C:25]([O:27][C:28]([CH3:29])([CH3:30])[CH3:31])=[O:26])(=[O:42])[C:36]1[CH:37]=[CH:38][CH:39]=[CH:40][CH:41]=1 |f:0.1|. Procedure: 28 mg of formamidine acetate was acetate to 1.0 mL of ethylene glycol monomethyl ether solution containing 44 mg of tert-butyl 4-(2-aminoanilino)-2-(benzamido)benzoate at room temperature and stirred at 80° C. for 3 hours. After the reaction mixture was cooled to room temperature, ethyl acetate and water were added. The organic layer was separated and dried over anhydrous magnesium sulfate after washed with a saturated sodium hydrogen carbonate aqueous solution and a saturated sodium chloride aq... Starting materials: C(C)(=O)O.C(=N)N (formamidine acetate), NC1=C(NC2=CC(=C(C(=O)OC(C)(C)C)C=C2)NC(C2=CC=CC=C2)=O)C=CC=C1 (tert-butyl 4-(2-aminoanilino)-2-(benzamido)benzoate), C(C)(=O)[O-] (acetate), COCCO (ethylene glycol monomethyl ether).